Dataset: the Open Reaction Database (ORD), a public repository of structured organic reaction records. Task: describe an organic reaction: reactants, conditions, products, and yield Starting materials: N1(CCCC1)C1=NN(C(=N1)C=O)CC(F)(F)F (3-(pyrrolidin-1-yl)-1-(2,2,2-trifluoroethyl)-1H-1,2,4-triazole-5-carbaldehyde), [Cl-].CC1=NC=2N(C(=C1)C)N=C(N2)C[P+](C2=CC=CC=C2)(C2=CC=CC=C2)C2=CC=CC=C2 (((5,7-dimethyl-[1,2,4]triazolo[1,5-a]pyrimidin-2-yl)methyl)triphenylphosphonium chloride), N=1CCCN2C1CCCCC2 (2,3,4,6,7,8,9,10-octahydropyrimido[1,2-a]azepine). Solvent: O1CCCC1 (tetrahydrofuran). Reaction conditions: temperature 25 celsius, time 18 hour. Product: CC1=NC=2N(C(=C1)C)N=C(N2)C=CC=2N(N=C(N2)N2CCCC2)CC(F)(F)F (5,7-dimethyl-2-{2-[5-pyrrolidin-1-yl-2-(2,2,2-trifluoro-ethyl)-2H-[1,2,4]triazol-3-yl]-vinyl}-[1,2,4]triazolo[1,5-a]pyrimidine). Isolated yield 23.4%. Reaction SMILES: [N:1]1([C:6]2[N:10]=[C:9]([CH:11]=O)[N:8]([CH2:13][C:14]([F:17])([F:16])[F:15])[N:7]=2)[CH2:5][CH2:4][CH2:3][CH2:2]1.[Cl-].[CH3:19][C:20]1[CH:25]=[C:24]([CH3:26])[N:23]2[N:27]=[C:28]([CH2:30][P+](C3C=CC=CC=3)(C3C=CC=CC=3)C3C=CC=CC=3)[N:29]=[C:22]2[N:21]=1.N1CCCN2CCCCCC=12>O1CCCC1>[CH3:19][C:20]1[CH:25]=[C:24]([CH3:26])[N:23]2[N:27]=[C:28]([CH:30]=[CH:11][C:9]3[N:8]([CH2:13][C:14]([F:17])([F:16])[F:15])[N:7]=[C:6]([N:1]4[CH2:5][CH2:4][CH2:3][CH2:2]4)[N:10]=3)[N:29]=[C:22]2[N:21]=1 |f:1.2|. Procedure: A mixture of 3-(pyrrolidin-1-yl)-1-(2,2,2-trifluoroethyl)-1H-1,2,4-triazole-5-carbaldehyde (54 mg, 218 μmol, Eq: 1.00), ((5,7-dimethyl-[1,2,4]triazolo[1,5-a]pyrimidin-2-yl)methyl)triphenylphosphonium chloride (99.8 mg, 218 μmol, Eq: 1.00) and 2,3,4,6,7,8,9,10-octahydropyrimido[1,2-a]azepine (82.8 mg, 544 μmol, Eq: 2.5) in tetrahydrofuran (3.36 ml) was stirred for 18 hours at 25° C. under argon atmosphere. Chromatography afforded 5,7-dimethyl-2-{2-[5-pyrrolidin-1-yl-2-(2,2,2-trifluoro-ethyl)-2H-[...